Dataset: the Open Reaction Database (ORD), a public repository of structured organic reaction records. Task: describe an organic reaction: reactants, conditions, products, and yield The reactants are CS(C)=O, CCN(C(C)C)C(C)C, O, c1ccc(-c2nsc(N3CCNCC3)n2)cc1, O=C(Nc1cncnc1)OCC(Cl)(Cl)Cl. The product is O=C(Nc1cncnc1)N1CCN(c2nc(-c3ccccc3)ns2)CC1. RXN SMILES: [CH3:42][S:43]([CH3:44])=[O:45].[CH:33]([N:34]([CH:35]([CH3:36])[CH3:37])[CH2:38][CH3:39])([CH3:40])[CH3:41].[OH2:46].[c:16]1(-[c:22]2[n:23][s:24][c:25]([N:27]3[CH2:28][CH2:29][NH:30][CH2:31][CH2:32]3)[n:26]2)[cH:17][cH:18][cH:19][cH:20][cH:21]1.[n:1]1[cH:2][n:3][cH:4][c:5]([NH:7][C:8]([O:9][CH2:10][C:11]([Cl:12])([Cl:13])[Cl:14])=[O:15])[cH:6]1>>[n:1]1[cH:2][n:3][cH:4][c:5]([NH:7][C:8](=[O:15])[N:30]2[CH2:29][CH2:28][N:27]([c:25]3[s:24][n:23][c:22](-[c:16]4[cH:17][cH:18][cH:19][cH:20][cH:21]4)[n:26]3)[CH2:32][CH2:31]2)[cH:6]1.